Task: describe an organic reaction: reactants, conditions, products, and yield. Dataset: the Open Reaction Database (ORD), a public repository of structured organic reaction records Starting materials: CC(C)(C)OC(=O)NC1(c2ccc(-c3c(-c4ccccc4)oc4c(C=O)cccc4c3=O)cc2)CCC1, CC(=O)O[BH-](OC(C)=O)OC(C)=O, CC(Cl)Cl, Cl, FC1CNC1, [Na+]. Product: CC(C)(C)OC(=O)NC1(c2ccc(-c3c(-c4ccccc4)oc4c(CN5CC(F)C5)cccc4c3=O)cc2)CCC1. RXN SMILES: [C:1]([CH3:2])([CH3:3])([CH3:4])[O:5][C:6]([NH:7][C:8]1([c:12]2[cH:13][cH:14][c:15](-[c:18]3[c:19](-[c:31]4[cH:32][cH:33][cH:34][cH:35][cH:36]4)[o:20][c:21]4[c:22]([CH:29]=[O:30])[cH:23][cH:24][cH:25][c:26]4[c:27]3=[O:28])[cH:16][cH:17]2)[CH2:9][CH2:10][CH2:11]1)=[O:37].[C:44]([O:45][BH-:46]([O:47][C:48](=[O:49])[CH3:50])[O:51][C:52](=[O:53])[CH3:54])(=[O:55])[CH3:56].[Cl:58][CH:59]([Cl:60])[CH3:61].[ClH:38].[F:39][CH:40]1[CH2:41][NH:42][CH2:43]1.[Na+:57]>>[C:1]([CH3:2])([CH3:3])([CH3:4])[O:5][C:6]([NH:7][C:8]1([c:12]2[cH:13][cH:14][c:15](-[c:18]3[c:19](-[c:31]4[cH:32][cH:33][cH:34][cH:35][cH:36]4)[o:20][c:21]4[c:22]([CH2:29][N:42]5[CH2:41][CH:40]([F:39])[CH2:43]5)[cH:23][cH:24][cH:25][c:26]4[c:27]3=[O:28])[cH:16][cH:17]2)[CH2:9][CH2:10][CH2:11]1)=[O:37]. Starting materials: CC=1C=2N(C=CN1)C(=NC2)N2CCN(CC2)C2CCN(CC2)C(C)=O (1-(4-(4-(8-methylimidazo[1,5-a]pyrazin-3-yl)piperazin-1-yl)piperidin-1-yl)ethanone), BrN1C(CCC1=O)=O (N-bromosuccinimide), O (water). Solvent: ClCCl (dichloromethane). Yields the product BrC=1N=C(N2C1C(=NC=C2)C)N2CCN(CC2)C2CCN(CC2)C(C)=O (1-(4-(4-(1-bromo-8-methylimidazo[1,5-a]pyrazin-3-yl)piperazin-1-yl)piperidin-1-yl)ethanone). Yield: 74.5%. Reaction SMILES: [CH3:1][C:2]1[C:3]2[N:4]([C:8]([N:11]3[CH2:16][CH2:15][N:14]([CH:17]4[CH2:22][CH2:21][N:20]([C:23](=[O:25])[CH3:24])[CH2:19][CH2:18]4)[CH2:13][CH2:12]3)=[N:9][CH:10]=2)[CH:5]=[CH:6][N:7]=1.[Br:26]N1C(=O)CCC1=O.O>ClCCl>[Br:26][C:10]1[N:9]=[C:8]([N:11]2[CH2:12][CH2:13][N:14]([CH:17]3[CH2:22][CH2:21][N:20]([C:23](=[O:25])[CH3:24])[CH2:19][CH2:18]3)[CH2:15][CH2:16]2)[N:4]2[CH:5]=[CH:6][N:7]=[C:2]([CH3:1])[C:3]=12. Procedure: To 1-(4-(4-(8-methylimidazo[1,5-a]pyrazin-3-yl)piperazin-1-yl)piperidin-1-yl)ethanone (0.102 mmol, 35 mg) in dichloromethane (1 ml) at room temperature was added N-bromosuccinimide (0.102 mmol, 18.19 mg). After stirring at room temperature for 5 minutes water was added and the mixture extracted three times with dichloromethane. The combined organic extracts were dried over a phase separation filter and concentrated in vacuo to give 1-(4-(4-(1-bromo-8-methylimidazo[1,5-a]pyrazin-3-yl)piperazin-1-...